From a dataset of the Open Reaction Database (ORD), a public repository of structured organic reaction records. describe an organic reaction: reactants, conditions, products, and yield Reactants: C(C=C)O (allyl alcohol), ClC1=C(C(=O)NCC23CC4CC(CC(C2)C4)C3)C=C(C=C1)I (2-Chloro-5-iodo-N-(tricyclo[3.3.1.13,7]dec-1-ylmethyl)-benzamide), C(O)([O-])=O.[Na+] (sodium hydrogencarbonate). The reagents and catalysts are CC(=O)[O-].CC(=O)[O-].[Pd+2] (Pd(OAc)2), [Cl-].C(CCC)[N+](CCCC)(CCCC)CCCC (tetrabutylammonium chloride). Solvent: C1(=CC=CC=C1)C (toluene). Run at temperature 80 celsius. Yields the product ClC1=C(C(=O)NCC23CC4CC(CC(C2)C4)C3)C=C(C=C1)CCC=O (2-Chloro-5-(3-oxopropyl)-N-(tricyclo[3.3.1.13,7]dec-1-ylmethyl)-benzamide). RXN SMILES: [Cl:1][C:2]1[CH:21]=[CH:20][C:19](I)=[CH:18][C:3]=1[C:4]([NH:6][CH2:7][C:8]12[CH2:17][CH:12]3[CH2:13][CH:14]([CH2:16][CH:10]([CH2:11]3)[CH2:9]1)[CH2:15]2)=[O:5].C(=O)([O-])O.[Na+].[CH2:28]([OH:31])[CH:29]=[CH2:30]>[Cl-].C([N+](CCCC)(CCCC)CCCC)CCC.CC([O-])=O.CC([O-])=O.[Pd+2].C1(C)C=CC=CC=1>[Cl:1][C:2]1[CH:21]=[CH:20][C:19]([CH2:30][CH2:29][CH:28]=[O:31])=[CH:18][C:3]=1[C:4]([NH:6][CH2:7][C:8]12[CH2:17][CH:12]3[CH2:13][CH:14]([CH2:16][CH:10]([CH2:11]3)[CH2:9]1)[CH2:15]2)=[O:5] |f:1.2,4.5,6.7.8|. Procedure details: 2-Chloro-5-iodo-N-(tricyclo[3.3.1.13,7]dec-1-ylmethyl)-benzamide (5.00 g, Example 14a), tetrabutylammonium chloride (3.40 g) and sodium hydrogencarbonate (2.44 g) were charged to a flask. Pd(OAc)2 (0.0533 g), toluene (50 ml) and allyl alcohol (1.01 ml) were added to afford a pale brown mixture which was heated at 80° C. for 5 h. The resulting dark brown mixture was cooled to ambient then filtered to remove the solid residues. These were washed with further toluene (2×50 ml) and the combined tolu... Starting materials: Cc1ccccc1, CC#N, COc1cc(C)c(C(=O)O)c(OC)c1OC, N#C[Cu], O=S(Cl)Cl. Yields the product COc1cc(C)c(C(=O)C#N)c(OC)c1OC. RXN SMILES: [CH3:21][c:22]1[cH:23][cH:24][cH:25][cH:26][cH:27]1.[CH3:31][C:32]#[N:33].[CH3:5][O:6][c:7]1[c:8]([C:9](=[O:10])[OH:11])[c:12]([CH3:20])[cH:13][c:14]([O:18][CH3:19])[c:15]1[O:16][CH3:17].[Cu:28][C:29]#[N:30].[S:1]([Cl:2])([Cl:3])=[O:4]>>[CH3:5][O:6][c:7]1[c:8]([C:9](=[O:11])[C:29]#[N:30])[c:12]([CH3:20])[cH:13][c:14]([O:18][CH3:19])[c:15]1[O:16][CH3:17]. Reactants: COc1ccc(-n2cnnn2)cc1C(=O)N1CCC(CCO)(c2ccc(Cl)c(Cl)c2)C1, CS(=O)(=O)Cl, CCN(C(C)C)C(C)C, ClCCl. Yields the product COc1ccc(-n2cnnn2)cc1C(=O)N1CCC(CCOS(C)(=O)=O)(c2ccc(Cl)c(Cl)c2)C1. RXN SMILES: [CH3:1][O:2][c:3]1[c:4]([C:5](=[O:6])[N:7]2[CH2:8][C:9]([CH2:12][CH2:13][OH:14])([c:15]3[cH:16][c:17]([Cl:22])[c:18]([Cl:21])[cH:19][cH:20]3)[CH2:10][CH2:11]2)[cH:23][c:24](-[n:27]2[n:28][n:29][n:30][cH:31]2)[cH:25][cH:26]1.[CH3:41][S:42]([Cl:43])(=[O:44])=[O:45].[CH:32]([N:33]([CH2:34][CH3:35])[CH:36]([CH3:37])[CH3:38])([CH3:39])[CH3:40].[Cl:46][CH2:47][Cl:48]>>[CH3:1][O:2][c:3]1[c:4]([C:5](=[O:6])[N:7]2[CH2:8][C:9]([CH2:12][CH2:13][O:14][S:42]([CH3:41])(=[O:44])=[O:45])([c:15]3[cH:16][c:17]([Cl:22])[c:18]([Cl:21])[cH:19][cH:20]3)[CH2:10][CH2:11]2)[cH:23][c:24](-[n:27]2[n:28][n:29][n:30][cH:31]2)[cH:25][cH:26]1. Procedure: To a solution of 3-(4-fluorophenyl)-imidazo[1,5-a]pyrazine-8-carboxylic acid ethyl ester (440.0 mg, 1.54 mmol) in methanol (10 mL) is added in several portions a solution of 85% KOH (330 mg, 4.9 mmol) in water (3 mL) (additional water is added to suspend the solid that precipitated) and the mixture is warmed at reflux. The methanol is removed in vacuo and the residue is diluted with water (15 mL) and made acidic (pH=4) with 1 N aqueous HCl. The solid is collected by filtration washing with water... RXN SMILES: C([O:3][C:4]([C:6]1[C:7]2[N:8]([C:12]([C:15]3[CH:20]=[CH:19][C:18]([F:21])=[CH:17][CH:16]=3)=[N:13][CH:14]=2)[CH:9]=[CH:10][N:11]=1)=[O:5])C.[OH-].[K+]>CO.O>[F:21][C:18]1[CH:19]=[CH:20][C:15]([C:12]2[N:8]3[CH:9]=[CH:10][N:11]=[C:6]([C:4]([OH:5])=[O:3])[C:7]3=[CH:14][N:13]=2)=[CH:16][CH:17]=1 |f:1.2|. Product: FC1=CC=C(C=C1)C1=NC=C2N1C=CN=C2C(=O)O (3-(4-fluorophenyl)-imidazo[1,5-a]pyrazine-8-carboxylic acid). The solvent is CO (methanol), O (water), O (water). Reactants: C(C)OC(=O)C=1C=2N(C=CN1)C(=NC2)C2=CC=C(C=C2)F (3-(4-fluorophenyl)-imidazo[1,5-a]pyrazine-8-carboxylic acid ethyl ester), [OH-].[K+] (KOH). RXN SMILES: [CH2:1]([CH3:2])[O:3][C:4]([c:5]1[cH:6][cH:7][c:8]([Sn:11]([CH2:12][CH2:13][CH2:14][CH3:15])([CH2:16][CH2:17][CH2:18][CH3:19])[CH2:20][CH2:21][CH2:22][CH3:23])[cH:9][cH:10]1)=[O:24].[F:25][C:26]([F:27])([F:28])[S:29]([O:30][C:31]1=[CH:37][CH2:36][CH:35]2[CH2:34][CH2:33][CH:32]1[CH2:38]2)(=[O:39])=[O:40]>>[CH2:1]([CH3:2])[O:3][C:4]([c:5]1[cH:6][cH:7][c:8]([C:31]2=[CH:37][CH2:36][CH:35]3[CH2:34][CH2:33][CH:32]2[CH2:38]3)[cH:9][cH:10]1)=[O:24]. Yields the product CCOC(=O)c1ccc(C2=CCC3CCC2C3)cc1. The reactants are CCCC[Sn](CCCC)(CCCC)c1ccc(C(=O)OCC)cc1, O=S(=O)(OC1=CCC2CCC1C2)C(F)(F)F. The reactants are O=C(CBr)Nc1ccccc1C(=O)Nc1ccc(Cl)cn1, O=C([O-])[O-], ClCCl, [K+], [K+], O, c1cc(N2CCNCC2)ccn1. The product is O=C(CN1CCN(c2ccncc2)CC1)Nc1ccccc1C(=O)Nc1ccc(Cl)cn1. As a reaction SMILES: [Br:1][CH2:2][C:3](=[O:4])[NH:5][c:6]1[c:7]([C:8](=[O:9])[NH:10][c:11]2[n:12][cH:13][c:14]([Cl:17])[cH:15][cH:16]2)[cH:18][cH:19][cH:20][cH:21]1.[C:22](=[O:23])([O-:24])[O-:25].[Cl:41][CH2:42][Cl:43].[K+:26].[K+:27].[OH2:40].[n:28]1[cH:29][cH:30][c:31]([N:34]2[CH2:35][CH2:36][NH:37][CH2:38][CH2:39]2)[cH:32][cH:33]1>>[CH2:2]([C:3](=[O:4])[NH:5][c:6]1[c:7]([C:8](=[O:9])[NH:10][c:11]2[n:12][cH:13][c:14]([Cl:17])[cH:15][cH:16]2)[cH:18][cH:19][cH:20][cH:21]1)[N:37]1[CH2:36][CH2:35][N:34]([c:31]2[cH:30][cH:29][n:28][cH:33][cH:32]2)[CH2:39][CH2:38]1. Starting materials: BrCCO (2-bromoethanol), C(C)S(=O)(=O)Cl (ethane sulfonyl chloride), CCOCC (ether). Solvent: C(C)N(CC)CC (triethylamine). Conditions: time 1 hour. Product: C(C)S(=O)(=O)OCCBr (2-Bromoethyl ethanesulfonate). Reaction SMILES: [Br:1][CH2:2][CH2:3][OH:4].[CH2:5]([S:7](Cl)(=[O:9])=[O:8])[CH3:6].CCOCC>C(N(CC)CC)C>[CH2:5]([S:7]([O:4][CH2:3][CH2:2][Br:1])(=[O:9])=[O:8])[CH3:6]. Procedure details: A mixture containing 12.5 ml. of 2-bromoethanol, 12.9 ml. of ethane sulfonyl chloride and 100 ml. of ether was formed. Then, 14 ml. of triethylamine was added dropwise over a 55 minute period at 5°-10° C. and stirred for 1 hour. The mixture was allowed to come to room temperature and stirred for an additional 15 minutes. To the mixture was added 100 ml. of water, the ether layer was separated, dried over magnesium sulfate and evaporated to yield 17.6 grams of a yellow oil. nD30 1.4760.